Dataset: the Open Reaction Database (ORD), a public repository of structured organic reaction records. Task: describe an organic reaction: reactants, conditions, products, and yield Starting materials: Cc1c(Br)cccc1C(=O)O, CO, C[Si](C)(C)C=[N+]=[N-], c1ccccc1. Yields the product COC(=O)c1cccc(Br)c1C. Reaction SMILES: [Br:8][c:9]1[c:10]([CH3:18])[c:11]([C:12](=[O:13])[OH:14])[cH:15][cH:16][cH:17]1.[CH3:19][OH:20].[CH3:1][Si:2]([CH:3]=[N+:4]=[N-:5])([CH3:6])[CH3:7].[cH:21]1[cH:22][cH:23][cH:24][cH:25][cH:26]1>>[Br:8][c:9]1[c:10]([CH3:18])[c:11]([C:12](=[O:13])[O:14][CH3:19])[cH:15][cH:16][cH:17]1.